The task is: describe an organic reaction: reactants, conditions, products, and yield. This data is from the Open Reaction Database (ORD), a public repository of structured organic reaction records. RXN SMILES: [CH3:1][O:2][C:3]([NH:5][CH:6]1[CH2:15][CH2:14][C:13]2[C:8](=[CH:9][CH:10]=[C:11]([O:18][CH3:19])[C:12]=2[O:16][CH3:17])[C:7]1=O)=[O:4].Cl.OC1C(O)=CC=C2C=1CCC(NC)C2>CO.[Pd]>[CH3:1][O:2][C:3]([NH:5][CH:6]1[CH2:15][CH2:14][C:13]2[C:8](=[CH:9][CH:10]=[C:11]([O:18][CH3:19])[C:12]=2[O:16][CH3:17])[CH2:7]1)=[O:4] |f:1.2|. Reaction conditions: temperature 30 celsius. The reactants are Hastelloy, COC(=O)NC1C(C2=CC=C(C(=C2CC1)OC)OC)=O (2-methoxycarbonylamino-5,6-dimethoxy-1-tetralone), Cl.OC1=C2CCC(CC2=CC=C1O)NC (5,6-Dihydroxy-2-methylaminotetralin hydrochloride). The reagents and catalysts are [Pd] (Pd/C). Reported procedure: 50 g of 2-methoxycarbonylamino-5,6-dimethoxy-1-tetralone are dissolved in 500 ml of methanol in a 1000 ml flask, with stirring, 20 g of 5% Pd/C are added, then the whole is placed into an autoclave (Hastelloy) under hydrogen atmosphere at 80° C. and a pressure of 25 atm. for about 6 hours with stirring, after that the mixture is left to cool to about 30° C. in autoclave. The mixture is filtered through Celite and the filtrate is evaporated to dryness under vacuum. The resulting white solid is tr... Solvent: CO (methanol). The product is COC(=O)NC1CC2=CC=C(C(=C2CC1)OC)OC (2-Methoxycarbonylamino-5,6-dimethoxy-1,2,3,4-tetrahydronaphthalene). The reactants are COc1ccc2[nH]cc(CC(=O)O)c2c1, Cl, COc1ccccc1C1(O)CCC(c2ccccc2)(c2ccccc2)C2CNCC21. Product: COc1ccc2[nH]cc(CC(=O)N3CC4C(C3)C(c3ccccc3)(c3ccccc3)CCC4(O)c3ccccc3OC)c2c1. As a reaction SMILES: [CH3:32][O:33][c:34]1[cH:35][c:36]2[c:37]([CH2:43][C:44](=[O:45])[OH:46])[cH:38][nH:39][c:40]2[cH:41][cH:42]1.[ClH:1].[c:2]1([C:8]2([c:26]3[cH:27][cH:28][cH:29][cH:30][cH:31]3)[CH2:9][CH2:10][C:11]([OH:17])([c:18]3[c:19]([O:24][CH3:25])[cH:20][cH:21][cH:22][cH:23]3)[CH:12]3[CH2:13][NH:14][CH2:15][CH:16]23)[cH:3][cH:4][cH:5][cH:6][cH:7]1>>[c:2]1([C:8]2([c:26]3[cH:27][cH:28][cH:29][cH:30][cH:31]3)[CH2:9][CH2:10][C:11]([OH:17])([c:18]3[c:19]([O:24][CH3:25])[cH:20][cH:21][cH:22][cH:23]3)[CH:12]3[CH2:13][N:14]([C:44]([CH2:43][c:37]4[c:36]5[cH:35][c:34]([O:33][CH3:32])[cH:42][cH:41][c:40]5[nH:39][cH:38]4)=[O:45])[CH2:15][CH:16]23)[cH:3][cH:4][cH:5][cH:6][cH:7]1. Starting materials: [Cl-].[NH4+] (ammonium chloride), C(C)(=O)OCC (ethyl acetate), COC(CC(CC(=O)N1C(=CC2=CC=CC=C12)CCCCCC)C)=O (5-(2-hexyl-indol-1-yl)-3-methyl-5-oxo-pentanoic acid methyl ester). The solvent is CCCCCC (hexane). Run at time 24 hour. Yields the product C(CCCCC)C=1N(C2=CC=CC=C2C1)C(C[C@H](CC(=O)O)C)=O (5-(2-Hexyl-indol-1-yl)-3(R)-methyl-5-oxo-pentanoic acid). RXN SMILES: C[O:2][C:3](=[O:25])[CH2:4][CH:5]([CH3:24])[CH2:6][C:7]([N:9]1[C:17]2[C:12](=[CH:13][CH:14]=[CH:15][CH:16]=2)[CH:11]=[C:10]1[CH2:18][CH2:19][CH2:20][CH2:21][CH2:22][CH3:23])=[O:8].[Cl-].[NH4+].C(OCC)(=O)C>CCCCCC>[CH2:18]([C:10]1[N:9]([C:7](=[O:8])[CH2:6][C@@H:5]([CH3:24])[CH2:4][C:3]([OH:25])=[O:2])[C:17]2[C:12]([CH:11]=1)=[CH:13][CH:14]=[CH:15][CH:16]=2)[CH2:19][CH2:20][CH2:21][CH2:22][CH3:23] |f:1.2|. Reported procedure: To a solution of 5-(2-hexyl-indol-1-yl)-3-methyl-5-oxo-pentanoic acid methyl ester in hexane and buffer was added lipase and was stirred for 24 hours. The reaction mixture was treated with saturated ammonium chloride and ethyl acetate. The product was purified by column chromatography. The reactants are C([O-])([O-])=O.[K+].[K+] (potassium carbonate), [I-].[K+] (potassium iodide), N1C=NC=C1 (imidazole), ClCC1=CC=C(C=C1)C#N (alpha-chloro-4-tolunitrile). The solvent is CC(=O)C (acetone), CCOCC (ether). Run at time 26 hour. Product: N1C(=NC=C1)CC1=CC=C(C#N)C=C1 (4-(1-imidazolylmethyl)-benzonitrile). As a reaction SMILES: C(=O)([O-])[O-].[K+].[K+].[I-].[K+].[NH:9]1[CH:13]=[CH:12][N:11]=[CH:10]1.Cl[CH2:15][C:16]1[CH:21]=[CH:20][C:19]([C:22]#[N:23])=[CH:18][CH:17]=1>CCOCC.CC(C)=O>[NH:9]1[CH:13]=[CH:12][N:11]=[C:10]1[CH2:15][C:16]1[CH:21]=[CH:20][C:19]([C:22]#[N:23])=[CH:18][CH:17]=1 |f:0.1.2,3.4|. Procedure: To 48.0 L of acetone under nitrogen is added 4.326 Kg of potassium carbonate, 0.26 Kg of potassium iodide, 3.2 Kg of imidazole and 4.745 Kg of alpha-chloro-4-tolunitrile. The mixture is stirred at 45° under nitrogen for 26 hours. The reaction is cooled, filtered and the solvent is evaporated at reduced pressure. The residue is redissolved in 40 L of methylene chloride, washed with 40 L of water and twice with 10 L of water. The organic phase is dried over magnesium sulfate and evaporated to yiel... The reactants are C(C)(C)(C)C1=CC(=C(C(=C1)[N+](=O)[O-])Cl)[N+](=O)[O-] (4-t-Butyl-2,6-dinitrochlorobenzene), COC(CN)OC (aminoacetaldehyde dimethyl acetal), C1(=CC=CC=C1)C (toluene). The solvent is C(C)OCC (Diethyl ether). Conditions: time 8 hour. Yields the product O1C(OCC1)CNC1=C(C=C(C=C1[N+](=O)[O-])C(C)(C)C)[N+](=O)[O-] (N-1,3-dioxolan-2-ylmethyl-2,6-dinitro-4-t-butylaniline). The yield is 285.4%. RXN SMILES: [C:1]([C:5]1[CH:10]=[C:9]([N+:11]([O-:13])=[O:12])[C:8](Cl)=[C:7]([N+:15]([O-:17])=[O:16])[CH:6]=1)([CH3:4])([CH3:3])[CH3:2].[CH3:18][O:19][CH:20]([O:23][CH3:24])[CH2:21][NH2:22].C1(C)C=CC=CC=1>C(OCC)C>[O:19]1[CH2:18][CH2:24][O:23][CH:20]1[CH2:21][NH:22][C:8]1[C:9]([N+:11]([O-:13])=[O:12])=[CH:10][C:5]([C:1]([CH3:4])([CH3:3])[CH3:2])=[CH:6][C:7]=1[N+:15]([O-:17])=[O:16]. Procedure details: 4-t-Butyl-2,6-dinitrochlorobenzene (1.8 grams; 0.007 mole), aminoacetaldehyde dimethyl acetal (1.5 grams; 0.0014 mole) and toluene (50 ml) were placed in a glass reaction vessel equipped with a stirrer, heating mantle, reflux condenser and thermometer and stirred overnight. Diethyl ether (50 ml) was added to the reaction mixture which was filtered and the filtrate then was evaporated. Toluene (50 ml), ethylene glycol (0.49 grams) and P-toluenesulfonic acid were added and the solution was refluxe... Starting materials: C(C1=CC=CC=C1)OC1=C(C=C(C=C1)CCN)OC (2-(4-benzyloxy-3-methoxy-phenyl)-ethylamine), Cl (hydrochloric acid), C(=O)(OC(C)(C)C)N[C@@H](C(C)C)C(=O)O (BOC-L-valine), CN1CCOCC1 (N-methylmorpholine), ClC(=O)OCC(C)C (isobutyl chloroformate). Run in O1CCCC1 (tetrahydrofuran), O1CCCC1 (tetrahydrofuran). Conditions: temperature -20 celsius, time 30 minute. Yields the product C(C1=CC=CC=C1)OC1=C(C=C(C=C1)CCNC([C@H](C(C)C)NC(=O)OC(C)(C)C)=O)OC ((S)-2-(tert-butoxycarbonyl-amino)-3-methyl-butyric acid N-[2-(4-benzyloxy-3-methoxy-phenyl)-ethyl]-amide). RXN SMILES: [C:1]([NH:8][C@H:9]([C:13]([OH:15])=O)[CH:10]([CH3:12])[CH3:11])([O:3][C:4]([CH3:7])([CH3:6])[CH3:5])=[O:2].CN1CCOCC1.ClC(OCC(C)C)=O.[CH2:31]([O:38][C:39]1[CH:44]=[CH:43][C:42]([CH2:45][CH2:46][NH2:47])=[CH:41][C:40]=1[O:48][CH3:49])[C:32]1[CH:37]=[CH:36][CH:35]=[CH:34][CH:33]=1.Cl>O1CCCC1>[CH2:31]([O:38][C:39]1[CH:44]=[CH:43][C:42]([CH2:45][CH2:46][NH:47][C:13](=[O:15])[C@@H:9]([NH:8][C:1]([O:3][C:4]([CH3:5])([CH3:6])[CH3:7])=[O:2])[CH:10]([CH3:11])[CH3:12])=[CH:41][C:40]=1[O:48][CH3:49])[C:32]1[CH:37]=[CH:36][CH:35]=[CH:34][CH:33]=1. Procedure details: 32.9 g of BOC-L-valine and 16.7 ml of N-methylmorpholine are dissolved in 350 ml of tetrahydrofuran and cooled to −20° C. 19.8 ml of isobutyl chloroformate are added dropwise to that solution over a period of 15 minutes. The mixture is stirred for 30 minutes, during which time the temperature rises to −7° C. The mixture is then cooled to −20° C., and 35.4 g of 2-(4-benzyloxy-3-methoxy-phenyl)-ethylamine in 50 ml of tetrahydrofuran are added dropwise over a period of 10 minutes. The reaction mixt... Starting materials: O=S1(N(CCC1)C1=CC=C(C=C1)C(C(=O)N(C)OC)OC)=O (2-(4-(1,1-dioxidoisothiazolidin-2-yl)phenyl)-N,2-dimethoxy-N-methylacetamide), BrC1=C(C=C(C=C1OC)C=1OC=CC1)OC (2-(4-bromo-3,5-dimethoxyphenyl)furan). Yields the product BrC1=C(C=C(C=C1OC)C1=CC=C(O1)C(C(OC)C1=CC=C(C=C1)N1S(CCC1)(=O)=O)=O)OC (1-(5-(4-Bromo-3,5-dimethoxyphenyl)furan-2-yl)-2-(4-(1,1-dioxidoisothiazolidin-2-yl)phenyl)-2-methoxyethanone), Example 19. Isolated yield 37.0%. As a reaction SMILES: [O:1]=[S:2]1(=[O:22])[CH2:6][CH2:5][CH2:4][N:3]1[C:7]1[CH:12]=[CH:11][C:10]([CH:13]([O:20][CH3:21])[C:14](N(OC)C)=[O:15])=[CH:9][CH:8]=1.[Br:23][C:24]1[C:29]([O:30][CH3:31])=[CH:28][C:27]([C:32]2[O:33][CH:34]=[CH:35][CH:36]=2)=[CH:26][C:25]=1[O:37][CH3:38]>>[Br:23][C:24]1[C:25]([O:37][CH3:38])=[CH:26][C:27]([C:32]2[O:33][C:34]([C:14](=[O:15])[CH:13]([C:10]3[CH:9]=[CH:8][C:7]([N:3]4[CH2:4][CH2:5][CH2:6][S:2]4(=[O:1])=[O:22])=[CH:12][CH:11]=3)[O:20][CH3:21])=[CH:35][CH:36]=2)=[CH:28][C:29]=1[O:30][CH3:31]. Procedure: 1-(5-(4-Bromo-3,5-dimethoxyphenyl)furan-2-yl)-2-(4-(1,1-dioxidoisothiazolidin-2-yl)phenyl)-2-methoxyethanone was synthesized from 2-(4-(1,1-dioxidoisothiazolidin-2-yl)phenyl)-N,2-dimethoxy-N-methylacetamide and 2-(4-bromo-3,5-dimethoxyphenyl)furan following the procedure used for the synthesis of Example 12. Purification by chromatography (EtOAc-hexanes) provided Example 19 as a yellow solid (0.111 g, 37% yield). MS: m/z 550.1 [M+H]+. The reactants are [Al+3], CCOC(C)=O, [Cl-], [Cl-], [Cl-], ClCCl, O=C(Cl)c1cccc([N+](=O)[O-])c1, O, c1ccc2[nH]ccc2c1. Yields the product O=C(c1cccc([N+](=O)[O-])c1)c1c[nH]c2ccccc12. RXN SMILES: [Al+3:14].[CH3:26][CH2:27][O:28][C:29](=[O:30])[CH3:31].[Cl-:13].[Cl-:15].[Cl-:16].[Cl:32][CH2:33][Cl:34].[N+:1](=[O:2])([O-:3])[c:4]1[cH:5][c:6]([C:7](=[O:8])[Cl:9])[cH:10][cH:11][cH:12]1.[OH2:35].[nH:17]1[cH:18][cH:19][c:20]2[cH:21][cH:22][cH:23][cH:24][c:25]12>>[N+:1](=[O:2])([O-:3])[c:4]1[cH:5][c:6]([C:7](=[O:8])[c:19]2[cH:18][nH:17][c:25]3[c:20]2[cH:21][cH:22][cH:23][cH:24]3)[cH:10][cH:11][cH:12]1.